Dataset: the Open Reaction Database (ORD), a public repository of structured organic reaction records. Task: describe an organic reaction: reactants, conditions, products, and yield Reactants: CCCCCC, CCOC(C)=O, Cn1c2ccccc2c2nc3ccc(Cl)cc3c3cc(O)cc1c32, ClCCl, O=S(=O)(OS(=O)(=O)C(F)(F)F)C(F)(F)F. Yields the product Cn1c2ccccc2c2nc3ccc(Cl)cc3c3cc(OS(=O)(=O)C(F)(F)F)cc1c32. Reaction SMILES: [CH3:40][CH2:41][CH2:42][CH2:43][CH2:44][CH3:45].[CH3:46][CH2:47][O:48][C:49](=[O:50])[CH3:51].[Cl:16][c:17]1[cH:18][c:19]2[c:20]([cH:21][cH:22]1)[n:23][c:24]1[c:25]3[c:26]2[cH:27][c:28]([OH:39])[cH:29][c:30]3[n:31]([CH3:38])[c:32]2[cH:33][cH:34][cH:35][cH:36][c:37]12.[Cl:52][CH2:53][Cl:54].[F:1][C:2]([S:3](=[O:4])(=[O:5])[O:6][S:7]([C:8]([F:9])([F:10])[F:11])(=[O:12])=[O:13])([F:14])[F:15]>>[F:1][C:2]([S:3](=[O:4])(=[O:5])[O:6][c:28]1[cH:27][c:26]2[c:19]3[cH:18][c:17]([Cl:16])[cH:22][cH:21][c:20]3[n:23][c:24]3[c:25]2[c:30]([cH:29]1)[n:31]([CH3:38])[c:32]1[cH:33][cH:34][cH:35][cH:36][c:37]31)([F:14])[F:15]. The reactants are O=C1c2ccccc2C(=O)N1CCBr, O=C([O-])[O-], CN(C)C=O, [K+], [K+], O, Sc1ncccn1. Yields the product O=C1c2ccccc2C(=O)N1CCSc1ncccn1. RXN SMILES: [Br:8][CH2:9][CH2:10][N:11]1[C:12](=[O:21])[c:13]2[c:14]([cH:17][cH:18][cH:19][cH:20]2)[C:15]1=[O:16].[C:22](=[O:23])([O-:24])[O-:25].[CH3:28][N:29]([CH3:30])[CH:31]=[O:32].[K+:26].[K+:27].[OH2:33].[SH:1][c:2]1[n:3][cH:4][cH:5][cH:6][n:7]1>>[S:1]([c:2]1[n:3][cH:4][cH:5][cH:6][n:7]1)[CH2:9][CH2:10][N:11]1[C:12](=[O:21])[c:13]2[c:14]([cH:17][cH:18][cH:19][cH:20]2)[C:15]1=[O:16]. Starting materials: O[C@H](C(=O)O)C1=CC=CC=C1 ((2S)-hydroxy(phenyl)ethanoic acid), N[C@](C(=O)OC)(C\C=C\CN1C(=NOC1=O)C)C (methyl (2S,4E)-2-amino-2-methyl-6-(3-methyl-5-oxo-1,2,4-oxadiazol-4(5H)-yl)hex-4-enoate). Product: NC(C(=O)OC)(C\C=C\CN1C(=NOC1=O)C)C (methyl (4E)-2-amino-2-methyl-6-(3-methyl-5-oxo-1,2,4-oxadiazol-4(5H)-yl)hex-4-enoate). Reaction SMILES: O[C@@H](C1C=CC=CC=1)C(O)=O.[NH2:12][C@@:13]([CH3:29])([CH2:18]/[CH:19]=[CH:20]/[CH2:21][N:22]1[C:26](=[O:27])[O:25][N:24]=[C:23]1[CH3:28])[C:14]([O:16][CH3:17])=[O:15]>>[NH2:12][C:13]([CH3:29])([CH2:18]/[CH:19]=[CH:20]/[CH2:21][N:22]1[C:26](=[O:27])[O:25][N:24]=[C:23]1[CH3:28])[C:14]([O:16][CH3:17])=[O:15]. Procedure: (2S)-hydroxy(phenyl)ethanoic acid salt of methyl (2S,4E)-2-amino-2-methyl-6-(3-methyl-5-oxo-1,2,4-oxadiazol-4(5H)-yl)hex-4-enoate The product is NC=1SC=C(N1)/C(/C(N[C@@H]1C(N([C@@H]1CN1C(CCCC1)=O)S(=O)(=O)O)=O)=O)=N/OC(C(=O)O)(C)C (2-(((Z)-(1-(2-aminothiazol-4-yl)-2-oxo-2-(((3S,4R)-2-oxo-4-((2-oxopiperidin-1-yl)methyl)-1-sulfoazetidin-3-yl)amino)ethylidene)amino)oxy)-2-methylpropanoic acid). Reactants: C(C)(C)(C)OC(C(C)(C)O\N=C(/C(=O)N[C@@H]1C(N([C@@H]1CN1C(CCCC1)=O)S(=O)(=O)O)=O)\C=1N=C(SC1)NC(=O)OC(C)(C)C)=O ((3S,4R)-3-((Z)-2-(((1-(tert-butoxy)-2-methyl-1-oxopropan-2-yl)oxy)imino)-2-(2-((tert-butoxycarbonyl)amino)thiazol-4-yl)acetamido)-2-oxo-4-((2-oxopiperidin-1-yl)methyl)azetidine-1-sulfonic acid), C(=O)(C(F)(F)F)O (TFA). Run in C(Cl)Cl (DCM). Procedure: Followed the general procedure for the acid mediated deprotection using (3S,4R)-3-((Z)-2-(((1-(tert-butoxy)-2-methyl-1-oxopropan-2-yl)oxy)imino)-2-(2-((tert-butoxycarbonyl)amino)thiazol-4-yl)acetamido)-2-oxo-4-((2-oxopiperidin-1-yl)methyl)azetidine-1-sulfonic acid (34 mg, 0.049 mmol), DCM (494 μL) and TFA (228 μl, 2.96 mmol). The crude residue purified by reverse phase prep HPLC (XSelect CSH, 30×100 mm, 5 μm, C18 column; ACN-water with 0.1% formic acid modifier, 60 mL/min), affording the title c... Isolated yield 19.9%. RXN SMILES: C([O:5][C:6](=[O:46])[C:7]([O:10]/[N:11]=[C:12](/[C:33]1[N:34]=[C:35]([NH:38]C(OC(C)(C)C)=O)[S:36][CH:37]=1)\[C:13]([NH:15][C@H:16]1[C@@H:19]([CH2:20][N:21]2[CH2:26][CH2:25][CH2:24][CH2:23][C:22]2=[O:27])[N:18]([S:28]([OH:31])(=[O:30])=[O:29])[C:17]1=[O:32])=[O:14])([CH3:9])[CH3:8])(C)(C)C.C(O)(C(F)(F)F)=O>C(Cl)Cl>[NH2:38][C:35]1[S:36][CH:37]=[C:33](/[C:12](=[N:11]/[O:10][C:7]([CH3:9])([CH3:8])[C:6]([OH:46])=[O:5])/[C:13](=[O:14])[NH:15][C@H:16]2[C@@H:19]([CH2:20][N:21]3[CH2:26][CH2:25][CH2:24][CH2:23][C:22]3=[O:27])[N:18]([S:28]([OH:31])(=[O:29])=[O:30])[C:17]2=[O:32])[N:34]=1. The reactants are C[Si](Cl)(C)C (trimethylchlorosilane), C(=C)C1=CC=C(C=C1)[Mg]Cl ((4-vinylphenyl)magnesium chloride), C(=C)C1=CC=C(C=C1)Cl (4-vinylphenylchloride), [Mg] (magnesium). Run in tetrahydrofuran(THF), C1CCOC1 (THF). Conditions: temperature 10 celsius, time 20 hour. Product: C[Si](C1=CC=C(C=C)C=C1)(C)C (4-(Trimethylsilyl)styrene). The yield is 45.0%. As a reaction SMILES: [CH3:1][Si:2]([CH3:5])([CH3:4])Cl.[CH:6]([C:8]1[CH:13]=[CH:12][C:11]([Mg]Cl)=[CH:10][CH:9]=1)=[CH2:7].C(C1C=CC(Cl)=CC=1)=C.[Mg]>C1COCC1>[CH3:1][Si:2]([CH3:5])([CH3:4])[C:11]1[CH:12]=[CH:13][C:8]([CH:6]=[CH2:7])=[CH:9][CH:10]=1. Reported procedure: A solution of trimethylchlorosilane (7.82 g, 72.4 mmole) in dry tetrahydrofuran(THF) (40 mL) was added dropwise over a 90 minute period to a solution of (4-vinylphenyl)magnesium chloride, prepared from 4-vinylphenylchloride (10 g, 72.4 mmole) and magnesium (2.43 g, 100 mmole) in dry THF (100 mL). Temperature was maintained at 10° C. during the addition. The reaction mixture was stirred at room temperature over 20 hours under nitrogen atmosphere. The crude product was obtained by direct distillat... Starting materials: C(C)(C)(C)C1=C(C(=C(CCl)C(=C1)C)C)O (4-tert.-butyl 3-hydroxy-2,6-dimethylbenzyl chloride), C(CCCCCCCCCCC)(=O)[O-].[Na+] (sodium laurate), ice water. Run in CN(C=O)C (dimethylformamide). The product is C(C)(C)(C)C1=C(C(=C(COC(CCCCCCCCCCC)=O)C(=C1)C)C)O ((4-Tert.-butyl-3-hydroxy-2,6-dimethylbenzyl)laurate). Reaction SMILES: [C:1]([C:5]1[CH:12]=[C:11]([CH3:13])[C:8]([CH2:9]Cl)=[C:7]([CH3:14])[C:6]=1[OH:15])([CH3:4])([CH3:3])[CH3:2].[C:16]([O-:29])(=[O:28])[CH2:17][CH2:18][CH2:19][CH2:20][CH2:21][CH2:22][CH2:23][CH2:24][CH2:25][CH2:26][CH3:27].[Na+]>CN(C)C=O>[C:1]([C:5]1[CH:12]=[C:11]([CH3:13])[C:8]([CH2:9][O:29][C:16](=[O:28])[CH2:17][CH2:18][CH2:19][CH2:20][CH2:21][CH2:22][CH2:23][CH2:24][CH2:25][CH2:26][CH3:27])=[C:7]([CH3:14])[C:6]=1[OH:15])([CH3:4])([CH3:3])[CH3:2] |f:1.2|. Reported procedure: A mixture of 30 g. (0.13 mole) of 4-tert.-butyl 3-hydroxy-2,6-dimethylbenzyl chloride and 29.4 g. (0.13 mole) of sodium laurate in 35 ml. of dimethylformamide was heated at 94°-102° C. for a period of 7 hours. The hot melt was added to 300 g. of ice water slurry. The oil was taken up in 250 ml. of benzene, washed with water and dried over anhydrous sodium sulfate. The salt was filtered and the filtrate concentrated in vacuo to give 44 g. of an oil. Starting materials: NC(N1C[C@@H](CCC1)CNC(=O)C[C@@H](C(=O)N(C1CC1)CC(=O)O)NC(=O)OCC1=CC=CC=C1)=N ([[(S)-3-[(S)-1-(amino-imino-methyl)-piperidin-3-ylmethylcarbamoyl]-2-benzyloxycarbonylamino-propionyl]-cyclopropylamino]-acetic acid), Cl (hydrochloric acid). The reagents and catalysts are [Pd] (palladium/charcoal). The solvent is C(C)O (ethanol). Conditions: time 2 hour. Product: Cl.N[C@H](C(=O)N(C1CC1)CC(=O)O)CC(NC[C@H]1CN(CCC1)C(=N)N)=O ([[(S)-2-amino-3-[(S)-1-(amino-imino-methyl)-piperidin-3-ylmethylcarbamoyl]-propionyl]-cyclopropyl-amino]-acetic acid hydrochloride). As a reaction SMILES: [NH2:1][C:2](=[NH:36])[N:3]1[CH2:8][CH2:7][CH2:6][C@@H:5]([CH2:9][NH:10][C:11]([CH2:13][C@H:14]([NH:25]C(OCC2C=CC=CC=2)=O)[C:15]([N:17]([CH2:21][C:22]([OH:24])=[O:23])[CH:18]2[CH2:20][CH2:19]2)=[O:16])=[O:12])[CH2:4]1.[ClH:37]>[Pd].C(O)C>[ClH:37].[NH2:25][C@@H:14]([CH2:13][C:11](=[O:12])[NH:10][CH2:9][C@@H:5]1[CH2:6][CH2:7][CH2:8][N:3]([C:2]([NH2:36])=[NH:1])[CH2:4]1)[C:15]([N:17]([CH2:21][C:22]([OH:24])=[O:23])[CH:18]1[CH2:20][CH2:19]1)=[O:16] |f:4.5|. Procedure: 0.34 g of palladium/charcoal catalyst is added to a solution of 3.4 g of the product of Example 3 in 34 ml of ethanol and 6.8 ml of 1N hydrochloric acid and the reaction mixture is hydrogenated for 2 hours. Then, the catalyst is filtered off and the filtrate is evaporated. Colourless [[(S)-2-amino-3-[(S)-1-(amino-imino-methyl)-piperidin-3-ylmethylcarbamoyl]-propionyl]-cyclopropyl-amino]-acetic acid hydrochloride (1:1), MS (ion spray): 369.4 (M+H)+, is thus isolated.